Task: describe an organic reaction: reactants, conditions, products, and yield. Dataset: the Open Reaction Database (ORD), a public repository of structured organic reaction records Starting materials: O=c1[nH]cnc2cc(Br)ccc12, O, O=[N+]([O-])O, O=S(=O)(O)O. The product is O=c1[nH]cnc2cc(Br)c([N+](=O)[O-])cc12. As a reaction SMILES: [Br:10][c:11]1[cH:12][cH:13][c:14]2[c:15](=[O:21])[nH:16][cH:17][n:18][c:19]2[cH:20]1.[OH2:22].[OH:6][N+:7]([O-:8])=[O:9].[S:1](=[O:2])(=[O:3])([OH:4])[OH:5]>>[O-:6][N+:7](=[O:9])[c:12]1[c:11]([Br:10])[cH:20][c:19]2[c:14]([cH:13]1)[c:15](=[O:21])[nH:16][cH:17][n:18]2. Reactants: COC1=C(C=CC=C1)NNC(C)=O (N′-(2-methoxyphenyl)acetohydrazide), ClC1=CC=C(C=C1)C(CC(=O)OCC)=O (ethyl 3-(4-chlorophenyl)-3-oxopropanoate), P(Cl)(Cl)Cl (phosphorus trichloride). The solvent is ClCCCl (DCE). Run at temperature 50 celsius. The product is ClC1=CC=C(C=C1)C1=CC(NN1C1=C(C=CC=C1)OC)=O (5-(4-Chlorophenyl)-1-(2-methoxyphenyl)-1H-pyrazol-3(2H)-one). Yield: 51.7%. As a reaction SMILES: [CH3:1][O:2][C:3]1[CH:8]=[CH:7][CH:6]=[CH:5][C:4]=1[NH:9][NH:10][C:11](=[O:13])[CH3:12].[Cl:14][C:15]1[CH:20]=[CH:19][C:18]([C:21](=O)CC(OCC)=O)=[CH:17][CH:16]=1.P(Cl)(Cl)Cl>ClCCCl>[Cl:14][C:15]1[CH:20]=[CH:19][C:18]([C:21]2[N:9]([C:4]3[CH:5]=[CH:6][CH:7]=[CH:8][C:3]=3[O:2][CH3:1])[NH:10][C:11](=[O:13])[CH:12]=2)=[CH:17][CH:16]=1. Reported procedure: To a mixture of N′-(2-methoxyphenyl)acetohydrazide (2.90 g, 16.09 mmol) and ethyl 3-(4-chlorophenyl)-3-oxopropanoate (3.65 g, 16.09 mmol) in 10 mL of DCE was added drop wise phosphorus trichloride (1.41 mL, 16.09 mmol). The mixture was heated to 50° C. and all solids dissolved. After 2 hrs at 50° C. the mixture was cooled to RT and the ppt was collected by filtration and washed with water and EtOAc and dried to give 2.50 g (49%) of a white solid. Starting materials: N#Cc1ccc2sc(Sc3c(Cl)cc([N+](=O)[O-])cc3Cl)nc2c1, O, O, Cl[Sn](Cl)(Cl)Cl. The product is N#Cc1ccc2sc(Sc3c(Cl)cc(N)cc3Cl)nc2c1. Reaction SMILES: [Cl:1][c:2]1[c:3]([S:12][c:13]2[s:14][c:15]3[c:16]([n:17]2)[cH:18][c:19]([C:22]#[N:23])[cH:20][cH:21]3)[c:4]([Cl:11])[cH:5][c:6]([N+:8]([O-:9])=[O:10])[cH:7]1.[OH2:24].[OH2:25].[Sn:26]([Cl:27])([Cl:28])([Cl:29])[Cl:30]>>[Cl:1][c:2]1[c:3]([S:12][c:13]2[s:14][c:15]3[c:16]([n:17]2)[cH:18][c:19]([C:22]#[N:23])[cH:20][cH:21]3)[c:4]([Cl:11])[cH:5][c:6]([NH2:8])[cH:7]1.